Dataset: the Open Reaction Database (ORD), a public repository of structured organic reaction records. Task: describe an organic reaction: reactants, conditions, products, and yield Reactants: CC(=O)c1cc(Br)cc([N+](=O)[O-])c1O, CCO, [Cl-], [Fe], [NH4+], O. The product is CC(=O)c1cc(Br)cc(N)c1O. RXN SMILES: [Br:1][c:2]1[cH:3][c:4]([N+:12]([O-:13])=[O:14])[c:5]([OH:11])[c:6]([C:8]([CH3:9])=[O:10])[cH:7]1.[CH3:17][CH2:18][OH:19].[Cl-:15].[Fe:21].[NH4+:16].[OH2:20]>>[Br:1][c:2]1[cH:3][c:4]([NH2:12])[c:5]([OH:11])[c:6]([C:8]([CH3:9])=[O:10])[cH:7]1. Starting materials: C(=O)([O-])C(O)C(O)C(=O)[O-].[Na+].[K+] (potassium sodium tartrate), BrC=1C=C(C(=NC1)C1(CC1)C#N)Cl (1-(5-bromo-3-chloro-pyridin-2-yl)-cyclopropanecarbonitrile), [H-].C(C(C)C)[Al+]CC(C)C (diisobutylaluminium hydride), [H-].C(C(C)C)[Al+]CC(C)C (diisobutylaluminium hydride). Run in ClCCl (dichloromethane). Reaction conditions: temperature -78 celsius, time 1 hour. The product is BrC=1C=C(C(=NC1)C1(CC1)CN)Cl (C-[1-(5-bromo-3-chloro-pyridin-2-yl)-cyclopropyl]-methylamine). Yield: 46.4%. Reaction SMILES: [Br:1][C:2]1[CH:3]=[C:4]([Cl:13])[C:5]([C:8]2([C:11]#[N:12])[CH2:10][CH2:9]2)=[N:6][CH:7]=1.[H-].C([Al+]CC(C)C)C(C)C.C(C(C(C([O-])=O)O)O)([O-])=O.[Na+].[K+]>ClCCl>[Br:1][C:2]1[CH:3]=[C:4]([Cl:13])[C:5]([C:8]2([CH2:11][NH2:12])[CH2:9][CH2:10]2)=[N:6][CH:7]=1 |f:1.2,3.4.5|. Reported procedure: 106 mg of 1-(5-bromo-3-chloro-pyridin-2-yl)-cyclopropanecarbonitrile (step 2) was dissolved in 2 ml of dichloromethane and was cooled down to −78° C. Then 0.91 ml of diisobutylaluminium hydride (1M in tetrahydrofuran) was added dropwise. The reaction mixture was stirred at −78° C. for 1 h, then at ambient temperature for three days. Then 0.40 ml of diisobutylaluminium hydride solution was added again at −78° C. and the reaction mixture was warmed to 40° C. and stirred for 24 hours. The reaction ... The reactants are ClC1=NC2=CC=CC=C2C(=N1)Cl (2,4-dichloroquinazoline), N1CCOCC1 (morpholine), ClC1=NC(=NC2=CC=CC=C12)Cl (dichloroquinazoline). Solvent: C(C)O (ethanol), O (water). Run at time 10 minute. Yields the product ClC1=NC2=CC=CC=C2C(=N1)N1CCOCC1 (2-chloro-4-morpholinoquinazoline). Yield: 73.7%. RXN SMILES: [Cl:1][C:2]1[N:11]=[C:10](Cl)[C:9]2[C:4](=[CH:5][CH:6]=[CH:7][CH:8]=2)[N:3]=1.[NH:13]1[CH2:18][CH2:17][O:16][CH2:15][CH2:14]1>C(O)C.O>[Cl:1][C:2]1[N:11]=[C:10]([N:13]2[CH2:18][CH2:17][O:16][CH2:15][CH2:14]2)[C:9]2[C:4](=[CH:5][CH:6]=[CH:7][CH:8]=2)[N:3]=1. Procedure details: Twenty grams of 2,4-dichloroquinazoline was suspended in 200 ml of ethanol. To this suspension was added 17.4 g of morpholine. A mildly exothermic reaction ensued with the concomitant dissolution of the suspended dichloroquinazoline. When the reaction subsided, after about 10 minutes, the mixture was heated at reflux for 15 minutes, and then was allowed to cool. The reaction mixture then was diluted with 800 ml of water. The solid which precipitated was collected by filtration and was washed wit... Starting materials: C1(=CC=CC=C1)C(C1CNCCC1)(O)C1=CC=CC=C1 (3-(diphenylhydroxymethyl)piperidine), Cl (hydrochloric acid). Run at temperature 100 celsius, time 2 hour. Product: Cl.C1(=CC=CC=C1)C(=C1CNCCC1)C1=CC=CC=C1 (3-Diphenylmethylenepiperidine Hydrochloride). Reaction SMILES: [C:1]1([C:7]([C:15]2[CH:20]=[CH:19][CH:18]=[CH:17][CH:16]=2)(O)[CH:8]2[CH2:13][CH2:12][CH2:11][NH:10][CH2:9]2)[CH:6]=[CH:5][CH:4]=[CH:3][CH:2]=1.[ClH:21]>>[ClH:21].[C:1]1([C:7]([C:15]2[CH:20]=[CH:19][CH:18]=[CH:17][CH:16]=2)=[C:8]2[CH2:13][CH2:12][CH2:11][NH:10][CH2:9]2)[CH:2]=[CH:3][CH:4]=[CH:5][CH:6]=1 |f:2.3|. Procedure: A mixture of 3-(diphenylhydroxymethyl)piperidine (801 mg, 3.0 mmol) and 2M hydrochloric acid (12 ml) was stirred at 100° C. for 2 hours and evaporated. The residue was triturated with toluene and recrystallised from methanol to give the title compound (730 mg) as a colourless solid, m.p. 236°-237° C. Reactants: COC1=CC=C2C(N(C(N(C2=C1)C1=CC=CC=C1)C)C)=O (7-methoxy-2,3-dimethyl-1-phenyl-2,3-dihydroquinazolin-4(1H)-one), [Cl-].[NH4+] (ammonium chloride). Product: N(C1=CC=CC=C1)C1=C(C(=O)N)C=CC(=C1)OC (2-anilino-4-methoxybenzamide). RXN SMILES: [CH3:1][O:2][C:3]1[CH:12]=[C:11]2[C:6]([C:7](=[O:21])[N:8](C)C(C)[N:10]2[C:13]2[CH:18]=[CH:17][CH:16]=[CH:15][CH:14]=2)=[CH:5][CH:4]=1.[Cl-].[NH4+]>>[NH:10]([C:11]1[CH:12]=[C:3]([O:2][CH3:1])[CH:4]=[CH:5][C:6]=1[C:7]([NH2:8])=[O:21])[C:13]1[CH:14]=[CH:15][CH:16]=[CH:17][CH:18]=1 |f:1.2|. Procedure: Following the procedure for 7-methoxy-2,3-dimethyl-1-phenyl-2,3-dihydroquinazolin-4(1H)-one (Step B), using ammonium chloride in place of methylamine hydrochloride, 2-anilino-4-methoxybenzamide was obtained. Reactants: C(C(O)C(O)C(=O)O)(=O)O (Tartaric acid), C(C)(C)(CC)O (Tert-pentanol), C(C1=CC=CC=C1)O (Benzyl alcohol), COC(C[C@H](CC(=O)N)O)=O ((S)-methyl-3-hydroxyglutaramate), N (ammonia), N (ammonia), dimethyl-3-hydroxy glutarate. Reagents/catalysts: CC(C)[O-].CC(C)[O-].CC(C)[O-].CC(C)[O-].[Ti+4] (Tetraisopropyl orthotitanate). Run in C(C)(=O)OC(C)C (isopropyl acetate), C(C)(=O)OC(C)C (isopropyl acetate), COC(C)(C)C (tert-butyl methyl ether). Conditions: temperature 22.5 celsius. Product: C(C1=CC=CC=C1)OC(C[C@H](CC(=O)N)O)=O ((S)-Benzyl-3-hydroxyglutaramate). As a reaction SMILES: C(O)(CC)(C)C.N.[CH2:8]([OH:15])[C:9]1[CH:14]=[CH:13][CH:12]=[CH:11][CH:10]=1.C[O:17][C:18](=O)[CH2:19][C@@H:20]([OH:25])[CH2:21][C:22]([NH2:24])=[O:23].C(O)(=O)C(C(C(O)=O)O)O>C(OC(C)C)(=O)C.CC([O-])C.CC([O-])C.CC([O-])C.CC([O-])C.[Ti+4].COC(C)(C)C>[CH2:8]([O:15][C:18](=[O:17])[CH2:19][C@@H:20]([OH:25])[CH2:21][C:22]([NH2:24])=[O:23])[C:9]1[CH:14]=[CH:13][CH:12]=[CH:11][CH:10]=1 |f:6.7.8.9.10|. Procedure: Tert-pentanol (800 ml) was saturated with ammonia gas to about 1.0-1.5 mole. To this dimethyl-3-hydroxy glutarate (100 g) was added followed by the addition of 3 g immobilized CAL-B (CAL B-T1-AMD2). The flask was closed and stirred at 20-25° C. After completion of reaction enzyme was removed by filtration and washed the enzyme with tert-pentanol (100 ml). The filtrate was evaporated under reduced pressure at a temperature below 50° C. to yield a residue. To this residue mixture of Benzyl alcohol... Starting materials: N#Cc1ccc(C(=O)CBr)cc1, CC#N, O. Product: N#Cc1ccc(C(=O)CO)cc1. RXN SMILES: [Br:1][CH2:2][C:3](=[O:4])[c:5]1[cH:6][cH:7][c:8]([C:9]#[N:10])[cH:11][cH:12]1.[CH3:14][C:15]#[N:16].[OH2:13]>>[CH2:2]([C:3](=[O:4])[c:5]1[cH:6][cH:7][c:8]([C:9]#[N:10])[cH:11][cH:12]1)[OH:13].